This data is from the Open Reaction Database (ORD), a public repository of structured organic reaction records. The task is: describe an organic reaction: reactants, conditions, products, and yield Reactants: COC(=O)C1=NC=CN=C1NC(CC=1C(=NC(=CC1)Cl)Cl)=O (3-[2-(2,6-dichloro-pyrid-3-yl)-acetylamino]-pyrazine-2-carboxylic acid methyl ester), C([O-])([O-])=O.[K+].[K+] (potassium carbonate). The solvent is CN(C=O)C (N,N-dimethylformamide), C(C)(=O)OCC (ethyl acetate). Conditions: temperature 100 celsius. Yields the product ClC1=NC(=CC=C1C1=C(C=2C(=NC=CN2)NC1=O)O)Cl (7-(2,6-dichloro-pyrid-3-yl)-8-hydroxy-5H-pyrido[2,3-b]pyrazin-6-one). RXN SMILES: CO[C:3]([C:5]1[C:10]([NH:11][C:12](=[O:22])[CH2:13][C:14]2[C:15]([Cl:21])=[N:16][C:17]([Cl:20])=[CH:18][CH:19]=2)=[N:9][CH:8]=[CH:7][N:6]=1)=[O:4].C(=O)([O-])[O-].[K+].[K+]>CN(C)C=O.C(OCC)(=O)C>[Cl:21][C:15]1[C:14]([C:13]2[C:12](=[O:22])[NH:11][C:10]3=[N:9][CH:8]=[CH:7][N:6]=[C:5]3[C:3]=2[OH:4])=[CH:19][CH:18]=[C:17]([Cl:20])[N:16]=1 |f:1.2.3|. Reported procedure: A mixture of 3-[2-(2,6-dichloro-pyrid-3-yl)-acetylamino]-pyrazine-2-carboxylic acid methyl ester (Example 1.5) (1.16 g) and potassium carbonate (0.943 g) in dry N,N-dimethylformamide (20 ml) was heated to 100° C. for 3 hours. The reaction mixture was cooled to ambient temperature and diluted with ethyl acetate. The mixture was filtered and the solid was washed with further ethyl acetate. The solid was then suspended in water and the pH of the suspension adjusted to pH 2 by addition of aqueous hy...